Task: describe an organic reaction: reactants, conditions, products, and yield. Dataset: the Open Reaction Database (ORD), a public repository of structured organic reaction records Starting materials: C(C)C1([C@H]2[C@@H]3CC[C@H]([C@@H](CCCC(C)C)C)[C@]3(CC[C@@H]2[C@]2(CC[C@@H](CC2=C1)O)C)C)O (7-Ethyl-7-Hydroxy-cholesterol), C(CCC#C)(=O)OC (methyl 4-pentynoate), cuprous iodide, Cl (HCl). The reagents and catalysts are CC(=O)[O-].CC(=O)[O-].C1=CC=C(C=C1)P(C2=CC=CC=C2)C3=CC=CC=C3.C1=CC=C(C=C1)P(C2=CC=CC=C2)C3=CC=CC=C3.[Pd+2] (bis(triphenylphosphine)palladium(II) acetate). The solvent is CS(=O)C (DMSO), C(C)(C)NC(C)C (N,N-diisopropylamine). Run at time 17 hour. Product: C(C)C=1[C@H]2[C@@H]3CC[C@H]([C@@H](CCCC(C)C)C)[C@]3(CC[C@@H]2[C@]2(CCC(C=C2C1)=O)C)C (7-Ethyl-Cholest-4,6-Dien-3-one). Yield: 97.4%. Reaction SMILES: [CH2:1]([C:3]1(O)[CH:27]=[C:26]2[C@:21]([CH3:29])([CH2:22][CH2:23][C@H:24]([OH:28])[CH2:25]2)[C@@H:20]2[C@@H:4]1[C@H:5]1[C@:17]([CH3:30])([CH2:18][CH2:19]2)[C@@H:8]([C@H:9]([CH3:16])[CH2:10][CH2:11][CH2:12][CH:13]([CH3:15])[CH3:14])[CH2:7][CH2:6]1)[CH3:2].C(OC)(=O)CCC#C.Cl>CS(C)=O.C(NC(C)C)(C)C.CC([O-])=O.CC([O-])=O.C1C=CC(P(C2C=CC=CC=2)C2C=CC=CC=2)=CC=1.C1C=CC(P(C2C=CC=CC=2)C2C=CC=CC=2)=CC=1.[Pd+2]>[CH2:1]([C:3]1[C@@H:4]2[C@@H:20]([C@:21]3([CH3:29])[C:26]([CH:27]=1)=[CH:25][C:24](=[O:28])[CH2:23][CH2:22]3)[CH2:19][CH2:18][C@@:17]1([CH3:30])[C@H:5]2[CH2:6][CH2:7][C@@H:8]1[C@H:9]([CH3:16])[CH2:10][CH2:11][CH2:12][CH:13]([CH3:15])[CH3:14])[CH3:2] |f:5.6.7.8.9|. Procedure: A mixture of 436 mg (1.0 mmole) of 4-methyl-17-triflluoromethylsulfonyloxy-4-aza-5α-androst-16-en-3-one (60) (Case 18730), 168 mg (1.5 mmoles) of methyl 4-pentynoate, 40 mg of bis(triphenylphosphine)palladium(II) acetate, 5 mg of cuprous iodide in 3.0 ml of DMSO and 3.0 ml of N,N-diisopropylamine was stirred at room temperature for 17 hrs. The dark reaction mixture was poured into 50 ml of 0.5M HCl and extracted with CH2Cl2 (3×). The combined extracts were washed with water (4×) and dried (MgSO4... Reactants: C(C)(C)N(CCN1C(=O)C(=O)C2=CC=CC(=C12)C(=O)OC)C(C)C (methyl 1-(2-diisopropylaminoethyl)-7-isatincarboxylate), Cl.NNC(=O)N (semicarbazide hydrochloride). Product: C(C)(C)N(CCN1C(=O)\C(\C2=CC=CC(=C12)C(=O)OC)=N/NC(=O)N)C(C)C ((Z)-1-(2-diisopropylaminoethyl)-7-methoxycarbonylisatin 3-semicarbazone). The yield is 28.1%. RXN SMILES: [CH:1]([N:4]([CH:22]([CH3:24])[CH3:23])[CH2:5][CH2:6][N:7]1[C:17]2[C:12](=[CH:13][CH:14]=[CH:15][C:16]=2[C:18]([O:20][CH3:21])=[O:19])[C:10](=O)[C:8]1=[O:9])([CH3:3])[CH3:2].Cl.[NH2:26][NH:27][C:28]([NH2:30])=[O:29]>>[CH:1]([N:4]([CH:22]([CH3:24])[CH3:23])[CH2:5][CH2:6][N:7]1[C:17]2[C:12](=[CH:13][CH:14]=[CH:15][C:16]=2[C:18]([O:20][CH3:21])=[O:19])/[C:10](=[N:26]/[NH:27][C:28]([NH2:30])=[O:29])/[C:8]1=[O:9])([CH3:3])[CH3:2] |f:1.2|. Procedure: By using methyl 1-(2-diisopropylaminoethyl)-7-isatincarboxylate and semicarbazide hydrochloride, a method analogous to that described in Example 6 was carried out, and the reaction product was purified with silica gel column chromatography (eluent: chloroform/ethanol=20/1) and then recrystallized from chloroform-hexane to obtain (Z)-1-(2-diisopropylaminoethyl)-7-methoxycarbonylisatin 3-semicarbazone having a melting point of 192°-195° C. (yield: 28.1%). The reactants are COC1=CC=C(CN2N=C(C=3C2=NC=CC3OC3=C(C=C(C=C3)NC(=O)C3C(N(CCCC3)C3=CC=C(C=C3)F)=O)F)NC3CCN(CC3)C)C=C1 (N-(4-(1-(4-methoxybenzyl)-3-(1-methylpiperidin-4-ylamino)-1H-pyrazolo[3,4-b]pyridin-4-yloxy)-3-fluorophenyl)-1-(4-fluorophenyl)-2-oxoazepane-3-carboxamide). The solvent is C(=O)(C(F)(F)F)O (TFA). Yields the product FC=1C=C(C=CC1OC1=C2C(=NC=C1)NN=C2NC2CCN(CC2)C)NC(=O)C2C(N(CCCC2)C2=CC=C(C=C2)F)=O (N-(3-fluoro-4-(3-(1-methylpiperidin-4-ylamino)-1H-pyrazolo[3,4-b]pyridin-4-yloxy)phenyl)-1-(4-fluorophenyl)-2-oxoazepane-3-carboxamide). Isolated yield 30.3%. Reaction SMILES: COC1C=CC(C[N:8]2[C:12]3=[N:13][CH:14]=[CH:15][C:16]([O:17][C:18]4[CH:23]=[CH:22][C:21]([NH:24][C:25]([CH:27]5[CH2:33][CH2:32][CH2:31][CH2:30][N:29]([C:34]6[CH:39]=[CH:38][C:37]([F:40])=[CH:36][CH:35]=6)[C:28]5=[O:41])=[O:26])=[CH:20][C:19]=4[F:42])=[C:11]3[C:10]([NH:43][CH:44]3[CH2:49][CH2:48][N:47]([CH3:50])[CH2:46][CH2:45]3)=[N:9]2)=CC=1>C(O)(C(F)(F)F)=O>[F:42][C:19]1[CH:20]=[C:21]([NH:24][C:25]([CH:27]2[CH2:33][CH2:32][CH2:31][CH2:30][N:29]([C:34]3[CH:35]=[CH:36][C:37]([F:40])=[CH:38][CH:39]=3)[C:28]2=[O:41])=[O:26])[CH:22]=[CH:23][C:18]=1[O:17][C:16]1[CH:15]=[CH:14][N:13]=[C:12]2[NH:8][N:9]=[C:10]([NH:43][CH:44]3[CH2:49][CH2:48][N:47]([CH3:50])[CH2:46][CH2:45]3)[C:11]=12. Reported procedure: A solution of N-(4-(1-(4-methoxybenzyl)-3-(1-methylpiperidin-4-ylamino)-1H-pyrazolo[3,4-b]pyridin-4-yloxy)-3-fluorophenyl)-1-(4-fluorophenyl)-2-oxoazepane-3-carboxamide (20 mg, 0.028 mmol) was heated in TFA (1 mL) at 55° C. for 3 hours. TFA was evaporated and EtOAc was added to dilute the mixture. The mixture washed with saturated aqueous NaHCO3, brine, dry with Na2SO4, filtered and concentrated. The residue was purified by flash column chromatography (20% MeOH in CH2Cl2) to afford the product (... Reactants: CN1CCC(=CC1)B1OC(C(O1)(C)C)(C)C (1-methyl-4-(4,4,5,5-tetramethyl-1,3,2-dioxaborolan-2-yl)-1,2,3,6-tetrahydropyridine), BrC1=C(C=C(C(=C1)OC)NC1=NC=CC(=N1)C1=CN(C2=CC=CC=C12)C)N (4-bromo-6-methoxy-N-[4-(1-methylindol-3-yl)pyrimidin-2-yl]benzene-1,3-diamine), BrC1=C(C=C(C(=C1)OC)NC1=NC=CC(=N1)C1=CN(C2=CC=CC=C12)C)N (4-bromo-6-methoxy-N-[4-(1-methylindol-3-yl)pyrimidin-2-yl]benzene-1,3-diamine), [O-]P(=O)([O-])[O-].[K+].[K+].[K+] (K3PO4), 1,1 Bis(di-tert-butylphosphino)ferrocene palladium dichloride. Run in O1CCOCC1 (1,4-dioxane), O (water). Run at temperature 100 celsius. The product is COC1=C(C=C(C(=C1)C=1CCN(CC1)C)N)NC1=NC=CC(=N1)C1=CN(C2=CC=CC=C12)C (4-Methoxy-6-(1-methyl-3,6-dihydro-2H-pyridin-4-yl)-N′-[4-(1-methylindol-3-yl)pyrimidin-2-yl]benzene-1,3-diamine). Isolated yield 83.4%. As a reaction SMILES: [CH3:1][N:2]1[CH2:7][CH:6]=[C:5](B2OC(C)(C)C(C)(C)O2)[CH2:4][CH2:3]1.Br[C:18]1[CH:23]=[C:22]([O:24][CH3:25])[C:21]([NH:26][C:27]2[N:32]=[C:31]([C:33]3[C:41]4[C:36](=[CH:37][CH:38]=[CH:39][CH:40]=4)[N:35]([CH3:42])[CH:34]=3)[CH:30]=[CH:29][N:28]=2)=[CH:20][C:19]=1[NH2:43].[O-]P([O-])([O-])=O.[K+].[K+].[K+]>O1CCOCC1.O>[CH3:25][O:24][C:22]1[CH:23]=[C:18]([C:5]2[CH2:4][CH2:3][N:2]([CH3:1])[CH2:7][CH:6]=2)[C:19]([NH2:43])=[CH:20][C:21]=1[NH:26][C:27]1[N:32]=[C:31]([C:33]2[C:41]3[C:36](=[CH:37][CH:38]=[CH:39][CH:40]=3)[N:35]([CH3:42])[CH:34]=2)[CH:30]=[CH:29][N:28]=1 |f:2.3.4.5|. Procedure: 1,1 Bis(di-tert-butylphosphino)ferrocene palladium dichloride (16.74 mg, 0.03 mmol) was added to a solution containing 1-methyl-4-(4,4,5,5-tetramethyl-1,3,2-dioxaborolan-2-yl)-1,2,3,6-tetrahydropyridine (139 mg, 0.62 mmol), 4-bromo-6-methoxy-N-[4-(1-methylindol-3-yl)pyrimidin-2-yl]benzene-1,3-diamine (Intermediate 144, 220 mg, 0.52 mmol), and K3PO4 (220 mg, 1.04 mmol) in 1,4-dioxane (6 mL) and water (1.5 mL, degassed for 20 minutes prior to use). The mixture was heated at 100° C. for 1 h and the... The yield is 80.4%. Product: CC1=C(OC2=CC=CC=C2C1=O)SC (3-Methyl-2-methylsulfanyl-chromen-4-one). Procedure: To a solution containing 2-mercapto-3-methyl-chromen-4-one (2.26 g, 11.76 mmol) and potassium carbonate (1.62 g, 11.76 mmol) in acetone (120 mL) was added iodomethane (807 μL, 12.93 mmol). The reaction stirred under nitrogen atmosphere at room temperature for 16 hours before being concentrated to yield a crude oil. The residue was taken up in water and adjusted to pH 7 with 5% HCl. The resulting aqueous layer was washed with ethyl acetate. The the organic layer was then washed with water and bri... Solvent: CC(=O)C (acetone), O (water). Reaction SMILES: [SH:1][C:2]1[O:3][C:4]2[C:9]([C:10](=[O:13])[C:11]=1[CH3:12])=[CH:8][CH:7]=[CH:6][CH:5]=2.[C:14](=O)([O-])[O-].[K+].[K+].IC.Cl>CC(C)=O.O>[CH3:12][C:11]1[C:10](=[O:13])[C:9]2[C:4](=[CH:5][CH:6]=[CH:7][CH:8]=2)[O:3][C:2]=1[S:1][CH3:14] |f:1.2.3|. Conditions: time 16 hour. Starting materials: IC (iodomethane), Cl (HCl), SC=1OC2=CC=CC=C2C(C1C)=O (2-mercapto-3-methyl-chromen-4-one), C([O-])([O-])=O.[K+].[K+] (potassium carbonate).